From a dataset of the Open Reaction Database (ORD), a public repository of structured organic reaction records. describe an organic reaction: reactants, conditions, products, and yield Starting materials: C[N+]1([O-])CCOCC1, CCC[N+](CCC)(CCC)CCC, ClCCl, O=[Ru](=O)(=O)[O-], O=C(OCc1ccccc1)N1CCC(O)C1. Product: O=C1CCN(C(=O)OCc2ccccc2)C1. Reaction SMILES: [CH3:17][N+:18]1([O-:19])[CH2:20][CH2:21][O:22][CH2:23][CH2:24]1.[CH3:30][CH2:31][CH2:32][N+:33]([CH2:34][CH2:35][CH3:36])([CH2:37][CH2:38][CH3:39])[CH2:40][CH2:41][CH3:42].[Cl:43][CH2:44][Cl:45].[O-:25][Ru:26](=[O:27])(=[O:28])=[O:29].[OH:1][CH:2]1[CH2:3][N:4]([C:7](=[O:8])[O:9][CH2:10][c:11]2[cH:12][cH:13][cH:14][cH:15][cH:16]2)[CH2:5][CH2:6]1>>[O:1]=[C:2]1[CH2:3][N:4]([C:7](=[O:8])[O:9][CH2:10][c:11]2[cH:12][cH:13][cH:14][cH:15][cH:16]2)[CH2:5][CH2:6]1. Starting materials: BrCC1=C(C(N=C(N1)C1=NC=CC=C1F)C1=C(C=C(C=C1)F)Cl)C(=O)OCC (Ethyl 6-(bromomethyl)-4-(2-chloro-4-fluorophenyl)-2-(3-fluoropyridin-2-yl)-1,4-dihydropyrimidine-5-carboxylate), Cl.N1C(COCC1)CC(=O)O (2-(morpholin-3-yl)acetic acid hydrochloride). Product: ClC1=C(C=CC(=C1)F)C1C(=C(NC(=N1)C1=NC=CC=C1F)CN1C(COCC1)CC(=O)O)C(=O)OCC (2-(4-((6-(2-chloro-4-fluorophenyl)-5-(ethoxycarbonyl)-2-(3-fluoropyridin-2-yl)-3,6-dihydropyrimidin-4-yl)methyl)morpholin-3-yl)acetic acid). Yield: 47.7%. As a reaction SMILES: Br[CH2:2][C:3]1[NH:8][C:7]([C:9]2[C:14]([F:15])=[CH:13][CH:12]=[CH:11][N:10]=2)=[N:6][CH:5]([C:16]2[CH:21]=[CH:20][C:19]([F:22])=[CH:18][C:17]=2[Cl:23])[C:4]=1[C:24]([O:26][CH2:27][CH3:28])=[O:25].Cl.[NH:30]1[CH2:35][CH2:34][O:33][CH2:32][CH:31]1[CH2:36][C:37]([OH:39])=[O:38]>>[Cl:23][C:17]1[CH:18]=[C:19]([F:22])[CH:20]=[CH:21][C:16]=1[CH:5]1[N:6]=[C:7]([C:9]2[C:14]([F:15])=[CH:13][CH:12]=[CH:11][N:10]=2)[NH:8][C:3]([CH2:2][N:30]2[CH2:35][CH2:34][O:33][CH2:32][CH:31]2[CH2:36][C:37]([OH:39])=[O:38])=[C:4]1[C:24]([O:26][CH2:27][CH3:28])=[O:25] |f:1.2|. Procedure details: Ethyl 6-(bromomethyl)-4-(2-chloro-4-fluorophenyl)-2-(3-fluoropyridin-2-yl)-1,4-dihydropyrimidine-5-carboxylate (0.72 g, 1.53 mmol) was reacted with 2-(morpholin-3-yl)acetic acid hydrochloride (0.28 g, 1.53 mmol) according to the procedure as described in Example 1, Step C to give the title compound as a yellow solid (0.39 g, 48%). The compound was characterized by the following spectroscopic data: Procedure details: To a 2 mL heavy-walled tube was added (R)-4-(2-(2-methylpyrrolidin-1-yl)ethyl)phenylboronic acid hydrochloride (127 mg, 0.471 mmol), 4-(4-chlorophenyl)-4-oxobutanoic acid (91 mg, 0.428 mmol), Na2CO3 (136 mg, 1.284 mmol), dichlorobis(p-dimethylaminophenyldi-tert-butylphosphine)palladium (3.03 mg, 4.28 μmol), dioxane (1 mL), and water (0.15 mL). The tube was sealed and heated to 150° C. for 10 min under microwave irradiation. The mixture was purified by preparative HPLC to give the title compound ... The reactants are Cl.C[C@H]1N(CCC1)CCC1=CC=C(C=C1)B(O)O ((R)-4-(2-(2-methylpyrrolidin-1-yl)ethyl)phenylboronic acid hydrochloride), ClC1=CC=C(C=C1)C(CCC(=O)O)=O (4-(4-chlorophenyl)-4-oxobutanoic acid), C(=O)([O-])[O-].[Na+].[Na+] (Na2CO3), dichlorobis(p-dimethylaminophenyldi-tert-butylphosphine)palladium, O1CCOCC1 (dioxane). RXN SMILES: Cl.[CH3:2][C@@H:3]1[CH2:7][CH2:6][CH2:5][N:4]1[CH2:8][CH2:9][C:10]1[CH:15]=[CH:14][C:13](B(O)O)=[CH:12][CH:11]=1.Cl[C:20]1[CH:25]=[CH:24][C:23]([C:26](=[O:32])[CH2:27][CH2:28][C:29]([OH:31])=[O:30])=[CH:22][CH:21]=1.C([O-])([O-])=O.[Na+].[Na+].O1CCOCC1>O>[CH3:2][C@@H:3]1[CH2:7][CH2:6][CH2:5][N:4]1[CH2:8][CH2:9][C:10]1[CH:15]=[CH:14][C:13]([C:20]2[CH:21]=[CH:22][C:23]([C:26](=[O:32])[CH2:27][CH2:28][C:29]([OH:31])=[O:30])=[CH:24][CH:25]=2)=[CH:12][CH:11]=1 |f:0.1,3.4.5|. Product: C[C@H]1N(CCC1)CCC1=CC=C(C=C1)C1=CC=C(C=C1)C(CCC(=O)O)=O ((R)-4-(4′-(2-(2-Methylpyrrolidin-1-yl)ethyl)biphenyl-4-yl)-4-oxobutanoic Acid). Run in O (water). Conditions: temperature 150 celsius. Starting materials: NC=1C=2N(C=CN1)C(=NC2I)C2CCC(CC2)CO ([4-(8-amino-1-iodoimidazo[1,5-a]pyrazin-3-yl)cyclohexyl]methanol), CC1=CC(=NC2=CC(=CC=C12)B1OC(C(O1)(C)C)(C)C)C1=CC=CC=C1 (4-methyl-2-phenyl-7-(4,4,5,5-tetramethyl-[1,3,2]dioxaborolan-2-yl)quinoline), C([O-])([O-])=O.[Cs+].[Cs+] (cesium carbonate). Reagents/catalysts: C=1C=CC(=CC1)[P](C=2C=CC=CC2)(C=3C=CC=CC3)[Pd]([P](C=4C=CC=CC4)(C=5C=CC=CC5)C=6C=CC=CC6)([P](C=7C=CC=CC7)(C=8C=CC=CC8)C=9C=CC=CC9)[P](C=1C=CC=CC1)(C=1C=CC=CC1)C=1C=CC=CC1 (tetrakis(triphenylphosphine)palladium(0)). Run in COCCOC (1,2-dimethoxyethane), O (water). Run at temperature 75 celsius. Yields the product NC=1C=2N(C=CN1)C(=NC2C2=CC=C1C(=CC(=NC1=C2)C2=CC=CC=C2)C)[C@@H]2CC[C@H](CC2)CO (trans-{4-[8-Amino-(4-methyl-2-phenylquinolin-7-yl)imidazo[1,5-a]pyrazin-3-yl]cyclohexyl}methanol). As a reaction SMILES: [NH2:1][C:2]1[C:3]2[N:4]([C:8]([CH:12]3[CH2:17][CH2:16][CH:15]([CH2:18][OH:19])[CH2:14][CH2:13]3)=[N:9][C:10]=2I)[CH:5]=[CH:6][N:7]=1.[CH3:20][C:21]1[C:30]2[C:25](=[CH:26][C:27](B3OC(C)(C)C(C)(C)O3)=[CH:28][CH:29]=2)[N:24]=[C:23]([C:40]2[CH:45]=[CH:44][CH:43]=[CH:42][CH:41]=2)[CH:22]=1.C(=O)([O-])[O-].[Cs+].[Cs+]>COCCOC.O.C1C=CC([P]([Pd]([P](C2C=CC=CC=2)(C2C=CC=CC=2)C2C=CC=CC=2)([P](C2C=CC=CC=2)(C2C=CC=CC=2)C2C=CC=CC=2)[P](C2C=CC=CC=2)(C2C=CC=CC=2)C2C=CC=CC=2)(C2C=CC=CC=2)C2C=CC=CC=2)=CC=1>[NH2:1][C:2]1[C:3]2[N:4]([C:8]([C@H:12]3[CH2:17][CH2:16][C@H:15]([CH2:18][OH:19])[CH2:14][CH2:13]3)=[N:9][C:10]=2[C:27]2[CH:26]=[C:25]3[C:30]([C:21]([CH3:20])=[CH:22][C:23]([C:40]4[CH:45]=[CH:44][CH:43]=[CH:42][CH:41]=4)=[N:24]3)=[CH:29][CH:28]=2)[CH:5]=[CH:6][N:7]=1 |f:2.3.4,^1:62,64,83,102|. Procedure details: A mixture of [4-(8-amino-1-iodoimidazo[1,5-a]pyrazin-3-yl)cyclohexyl]methanol (500 mg, 1.34 mmol), 4-methyl-2-phenyl-7-(4,4,5,5-tetramethyl-[1,3,2]dioxaborolan-2-yl)quinoline (510.2 mg, 1.48 mmol), and cesium carbonate (875 mg, 2.69 mmol) were dissolved in a 1:1 mixture of 1,2-dimethoxyethane and water (10 mL). The reaction was degassed with nitrogen, then charged with tetrakis(triphenylphosphine)palladium(0) (155 mg, 0.13 mmol). The reaction was degassed once again, then the mixture was heated ...